The task is: describe an organic reaction: reactants, conditions, products, and yield. This data is from the Open Reaction Database (ORD), a public repository of structured organic reaction records. Reactants: C(C)(C)(C)OC(=O)NC1=C(C=CC=C1)NC(C1=CC=C(C=C1)C1=NC=C(C=C1C#N)C=O)=O (N-(2-t-Butoxycarbonylaminophenyl)-4-(3-cyano-5-formylpyridin-2-yl)benzamide), N1(CCCC1)C(=O)CN1CCNCC1 (1-(pyrrolidinocarbonylmethyl)piperazine), C(C)(=O)O[BH-](OC(C)=O)OC(C)=O.[Na+] (Sodium triacetoxyborohydride). Solvent: ClCCl (dichloromethane). Run at time 3 hour. The product is C(#N)C=1C(=NC=C(C1)CN1CCN(CC1)CC(N1CCCC1)=O)C1=CC=C(C(=O)NC2=C(C=CC=C2)NC(OC(C)(C)C)=O)C=C1 (t-butyl (2-{[4-(3-cyano-5-{[4-(2-oxo-2-pyrrolidin-1-ylethyl)piperazin-1-yl]methyl}pyridin-2-yl)benzoyl]amino}phenyl)carbamate). Yield: 70.9%. As a reaction SMILES: [C:1]([O:5][C:6]([NH:8][C:9]1[CH:14]=[CH:13][CH:12]=[CH:11][C:10]=1[NH:15][C:16](=[O:33])[C:17]1[CH:22]=[CH:21][C:20]([C:23]2[C:28]([C:29]#[N:30])=[CH:27][C:26]([CH:31]=O)=[CH:25][N:24]=2)=[CH:19][CH:18]=1)=[O:7])([CH3:4])([CH3:3])[CH3:2].[N:34]1([C:39]([CH2:41][N:42]2[CH2:47][CH2:46][NH:45][CH2:44][CH2:43]2)=[O:40])[CH2:38][CH2:37][CH2:36][CH2:35]1.C(O[BH-](OC(=O)C)OC(=O)C)(=O)C.[Na+]>ClCCl>[C:29]([C:28]1[C:23]([C:20]2[CH:19]=[CH:18][C:17]([C:16]([NH:15][C:10]3[CH:11]=[CH:12][CH:13]=[CH:14][C:9]=3[NH:8][C:6](=[O:7])[O:5][C:1]([CH3:2])([CH3:3])[CH3:4])=[O:33])=[CH:22][CH:21]=2)=[N:24][CH:25]=[C:26]([CH2:31][N:45]2[CH2:44][CH2:43][N:42]([CH2:41][C:39](=[O:40])[N:34]3[CH2:35][CH2:36][CH2:37][CH2:38]3)[CH2:47][CH2:46]2)[CH:27]=1)#[N:30] |f:2.3|. Procedure details: N-(2-t-Butoxycarbonylaminophenyl)-4-(3-cyano-5-formylpyridin-2-yl)benzamide (0.3 g, prepared as described in Method 15 below) and 1-(pyrrolidinocarbonylmethyl)piperazine (0.14 g) were dissolved in dichloromethane (10 ml). Sodium triacetoxyborohydride (0.15 g) was added, and the mixture stirred for 3 hours before being washed with water (10 ml). The organic residues were separated and purified using flash column chromatography eluting with ethyl acetate, followed by (6-8%) MeOH in dichloromethane...